Task: describe an organic reaction: reactants, conditions, products, and yield. Dataset: the Open Reaction Database (ORD), a public repository of structured organic reaction records Starting materials: [Al+3], [H-], [H-], [H-], [H-], [Li+], C1CCOC1, O=C1CN2CCC(CC2)N1. The product is C1CN2CCC(CC2)N1. Reaction SMILES: [Al+3:2].[H-:1].[H-:4].[H-:5].[H-:6].[Li+:3].[O:17]1[CH2:18][CH2:19][CH2:20][CH2:21]1.[O:7]=[C:8]1[CH2:9][N:10]2[CH2:11][CH2:12][CH:13]([NH:14]1)[CH2:15][CH2:16]2>>[CH2:8]1[CH2:9][N:10]2[CH2:11][CH2:12][CH:13]([NH:14]1)[CH2:15][CH2:16]2. Starting materials: ClC=1C=C(C=CC1)C1=C2CC(NC2=CC=C1)=O (4-(3-chloro-phenyl)-1,3-dihydro-indol-2-one), N1(CCCC1)CCNC(=O)C1=C(NC(=C1C)C=O)C (5-formyl-2,4-dimethyl-1H-pyrrole-3-carboxylic acid (2-pyrrolidin-1-yl-ethyl)-amide). The reagents and catalysts are N1CCCCC1 (piperidine). Run in C(C)O (ethanol). Run at time 3 day. Product: N1(CCCC1)CCNC(=O)C1=C(NC(=C1C)C=C1C(NC2=CC=CC(=C12)C1=CC(=CC=C1)Cl)=O)C (5-[4-(3-chloro-phenyl)-2-oxo-1,2-dihydro-indol-3-ylidenemethyl)-2,4-dimethyl-1H-pyrrole-3-carboxylic acid (2-pyrrolidin-1-yl-ethyl)-amide). The yield is 61.3%. Reaction SMILES: [Cl:1][C:2]1[CH:3]=[C:4]([C:8]2[CH:16]=[CH:15][CH:14]=[C:13]3[C:9]=2[CH2:10][C:11](=[O:17])[NH:12]3)[CH:5]=[CH:6][CH:7]=1.[N:18]1([CH2:23][CH2:24][NH:25][C:26]([C:28]2[C:32]([CH3:33])=[C:31]([CH:34]=O)[NH:30][C:29]=2[CH3:36])=[O:27])[CH2:22][CH2:21][CH2:20][CH2:19]1>C(O)C.N1CCCCC1>[N:18]1([CH2:23][CH2:24][NH:25][C:26]([C:28]2[C:32]([CH3:33])=[C:31]([CH:34]=[C:10]3[C:9]4[C:13](=[CH:14][CH:15]=[CH:16][C:8]=4[C:4]4[CH:5]=[CH:6][CH:7]=[C:2]([Cl:1])[CH:3]=4)[NH:12][C:11]3=[O:17])[NH:30][C:29]=2[CH3:36])=[O:27])[CH2:22][CH2:21][CH2:20][CH2:19]1. Procedure details: To a solution of 4-(3-chloro-phenyl)-1,3-dihydro-indol-2-one (60.9 mg, 0.25 mmol) and 5-formyl-2,4-dimethyl-1H-pyrrole-3-carboxylic acid (2-pyrrolidin-1-yl-ethyl)-amide (68.5 mg, 0.26 mmol) in ethanol (2 mL) was added piperidine (3 drops). The reaction mixture was stirred at room temperature for three days. The reaction solution was evaporated, and purified on a silica gel column eluting with MeOH —CH2Cl2 5:95 to provide pure product 5-[4-(3-chloro-phenyl)-2-oxo-1,2-dihydro-indol-3-ylidenemethyl... Solvent: C(CCC)O (n-butanol). Yields the product N(N)C1NS(C2=C1C=CC=C2)(=O)=O (3-hydrazino-2H,3H-1,2-benzisothiazole 1,1-dioxide). The reactants are O=C1NS(C2=C1C=CC=C2)(=O)=O (3-keto-2H,3H-1,2-benzisothiazole 1,1-dioxide), O.NN (hydrazine hydrate). Procedure: 36.6 g (0.2 mol) of 3-keto-2H,3H-1,2-benzisothiazole 1,1-dioxide and 20 g of hydrazine hydrate in 200 ml of n-butanol are boiled under reflux for about 35 hours. The yellow solution is then evaporated down in vacuo, and the residue is stirred with 50 ml of acetic acid. The crystal slurry is filtered under suction, and the crude product which is obtained in this manner and has a melting point of 249° C. can be recrystallized from water. 36.3 g (91% of theory) of 3-hydrazino-2H,3H-1,2-benzisothiaz... Yield: 91.1%. As a reaction SMILES: O=[C:2]1[C:6]2[CH:7]=[CH:8][CH:9]=[CH:10][C:5]=2[S:4](=[O:12])(=[O:11])[NH:3]1.O.[NH2:14][NH2:15]>C(O)CCC>[NH:14]([CH:2]1[C:6]2[CH:7]=[CH:8][CH:9]=[CH:10][C:5]=2[S:4](=[O:12])(=[O:11])[NH:3]1)[NH2:15] |f:1.2|. The reactants are O=S([O-])c1ccc(Br)cc1, CN(C)C=O, FS(F)(F)(F)(F)c1ccc(C=Cc2nc(CCl)co2)cc1, [Na+]. Yields the product O=S(=O)(Cc1coc(C=Cc2ccc(S(F)(F)(F)(F)F)cc2)n1)c1ccc(Br)cc1. Reaction SMILES: [Br:22][c:23]1[cH:24][cH:25][c:26]([S:29](=[O:30])[O-:31])[cH:27][cH:28]1.[CH:33]([N:34]([CH3:35])[CH3:36])=[O:37].[Cl:1][CH2:2][c:3]1[n:4][c:5]([CH:8]=[CH:9][c:10]2[cH:11][cH:12][c:13]([S:16]([F:17])([F:18])([F:19])([F:20])[F:21])[cH:14][cH:15]2)[o:6][cH:7]1.[Na+:32]>>[CH2:2]([c:3]1[n:4][c:5]([CH:8]=[CH:9][c:10]2[cH:11][cH:12][c:13]([S:16]([F:17])([F:18])([F:19])([F:20])[F:21])[cH:14][cH:15]2)[o:6][cH:7]1)[S:29]([c:26]1[cH:25][cH:24][c:23]([Br:22])[cH:28][cH:27]1)(=[O:30])=[O:31]. Starting materials: FC(CO)(C1=CC=CC=C1)F (2,2-Difluoro-2-phenylethanol), C1(=CC=CC=C1)CCCCOCCC=O (3-(4-Phenylbutoxy)propionaldehyde). Product: FC(C=O)(C1=CC=CC=C1)F (Difluoro(phenyl)acetaldehyde). RXN SMILES: [F:1][C:2]([F:11])([C:5]1[CH:10]=[CH:9][CH:8]=[CH:7][CH:6]=1)[CH2:3][OH:4].C1(CCCCOCCC=O)C=CC=CC=1>>[F:1][C:2]([F:11])([C:5]1[CH:6]=[CH:7][CH:8]=[CH:9][CH:10]=1)[CH:3]=[O:4]. Reported procedure: Obtained from Intermediate 6 (1.0 g, 6.3 mmol) by the procedure described for the Intermediate 13. The title compound was obtained (0.88 g, 86%) as oil.